From a dataset of the Open Reaction Database (ORD), a public repository of structured organic reaction records. describe an organic reaction: reactants, conditions, products, and yield Reactants: C(C)(=O)N1[C@H](CN(C2=CC(=CC=C12)C=1C=NN(C1)C1CN(C1)C(=O)OC(C)(C)C)C(=O)[O-])C ((S)-4-acetyl-7-(1-(1-(tert-butoxycarbonyl)azetidin-3-yl)-1H-pyrazol-4-yl)-3-methyl-3,4-dihydroquinoxaline-1(2H)-carboxylate), FC(C(=O)O)(F)F (trifluoroacetic acid), ClCCl (dichloromethane), C([O-])([O-])=O.[K+].[K+] (potassium carbonate). Run at time 1 hour. Yields the product C(C)(=O)N1[C@H](CN(C2=CC(=CC=C12)C=1C=NN(C1)C1CNC1)C(=O)OC1CC(C1)(F)F)C ((S)-3,3-difluorocyclobutyl 4-acetyl-7-(1-(azetidin-3-yl)-1H-pyrazol-4-yl)-3-methyl-3,4-dihydroquinoxaline-1(2H)-carboxylate). Reaction SMILES: [C:1]([N:4]1[C:13]2[C:8](=[CH:9][C:10]([C:14]3[CH:15]=[N:16][N:17]([CH:19]4[CH2:22][N:21](C(OC(C)(C)C)=O)[CH2:20]4)[CH:18]=3)=[CH:11][CH:12]=2)[N:7]([C:30]([O-:32])=O)[CH2:6][C@@H:5]1[CH3:33])(=[O:3])[CH3:2].F[C:35]([F:40])([F:39])[C:36](O)=O.[C:41](=[O:44])([O-])[O-].[K+].[K+].Cl[CH2:48]Cl>>[C:1]([N:4]1[C:13]2[C:8](=[CH:9][C:10]([C:14]3[CH:15]=[N:16][N:17]([CH:19]4[CH2:22][NH:21][CH2:20]4)[CH:18]=3)=[CH:11][CH:12]=2)[N:7]([C:30]([O:44][CH:41]2[CH2:48][C:35]([F:40])([F:39])[CH2:36]2)=[O:32])[CH2:6][C@@H:5]1[CH3:33])(=[O:3])[CH3:2] |f:2.3.4|. Procedure details: A 100-mL round-bottom flask was charged with (S)-4-acetyl-7-(1-(1-(tert-butoxycarbonyl)azetidin-3-yl)-1H-pyrazol-4-yl)-3-methyl-3,4-dihydroquinoxaline-1(2H)-carboxylate (300 mg, 0.51 mmol), trifluoroacetic acid (3 mL) and dichloromethane (5 mL). The resulting solution stirred for 1 h at room temperature. The pH of the solution was adjusted to 8 with 2 M aqueous potassium carbonate solution. The resulting mixture was extracted with dichloromethane (3×15 mL). The combined organic layers were dried... Starting materials: CCOC(=O)C(=O)N(CCCCC#Cc1cncs1)C(C)(C)C, Cl, [K+], C1COCCO1, [OH-], O. Yields the product CC(C)(C)N(CCCCC#Cc1cncs1)C(=O)C(=O)O. As a reaction SMILES: [C:1]([CH3:2])([CH3:3])([CH3:4])[N:5]([C:6]([C:7](=[O:8])[O:9][CH2:10][CH3:11])=[O:12])[CH2:13][CH2:14][CH2:15][CH2:16][C:17]#[C:18][c:19]1[cH:20][n:21][cH:22][s:23]1.[ClH:26].[K+:25].[O:27]1[CH2:28][CH2:29][O:30][CH2:31][CH2:32]1.[OH-:24].[OH2:33]>>[C:1]([CH3:2])([CH3:3])([CH3:4])[N:5]([C:6]([C:7](=[O:8])[OH:9])=[O:12])[CH2:13][CH2:14][CH2:15][CH2:16][C:17]#[C:18][c:19]1[cH:20][n:21][cH:22][s:23]1. Run in C1CCOC1 (THF). The product is N1=CC(=CC2=CC=CC=C12)C=CC(C)O (4-(Quinolin-3-yl)-but-3-en-2-ol). Procedure details: A solution of 22-1 (1.2 g, 6.1 mmol) in anhydrous THF (50 mL) was cooled to −78°, then treated dropwise with i-Bu2AlH (12.75 mL, 12.2 mmol). The resulting solution was stirred at −78° for 20 min, then quenched with ethyl acetate (20 mL), warmed to room temperature, treated with 1 M potassium sodium tartrate (25 mL) and stirred for 4 h. The mixture was extracted with ethyl acetate (2×150 mL) dried, filtered and evaporated to afford 22-2 as a yellow oil. Starting materials: N1=CC(=CC2=CC=CC=C12)C=CC(C)=O (4-(Quinolin-3-yl)-but-3-en-2-one), [AlH](CC(C)C)CC(C)C (i-Bu2AlH). Conditions: time 20 minute. RXN SMILES: [N:1]1[C:10]2[C:5](=[CH:6][CH:7]=[CH:8][CH:9]=2)[CH:4]=[C:3]([CH:11]=[CH:12][C:13](=[O:15])[CH3:14])[CH:2]=1.[AlH](CC(C)C)CC(C)C>C1COCC1>[N:1]1[C:10]2[C:5](=[CH:6][CH:7]=[CH:8][CH:9]=2)[CH:4]=[C:3]([CH:11]=[CH:12][CH:13]([OH:15])[CH3:14])[CH:2]=1. Reactants: ClC=1C=C(CN)C=CC1 (3-chlorobenzylamine), C(C)(=O)O[BH-](OC(C)=O)OC(C)=O.[Na+] (sodium (triacetoxy)borohydride), C(C)(=O)O (acetic acid), OCCC=1C=CC=2C3C(C(NC2C1)=O)CCC3 (7-hydroxyethyl-1,2,3,3a,5,9b-hexahydro-cyclopenta[c]quinolin-4-one), CC(=O)OI1(C2=CC=CC=C2C(=O)O1)(OC(=O)C)OC(=O)C (1,1,1-triacetoxy-1,1-dihydro-1,2-benziodoxol-3(1H)-one). Run in C(C)(=O)OCC (ethyl acetate), ClCCl (dichloromethane), ClCCl (dichloromethane). Reaction conditions: temperature 0 celsius, time 40 minute. Yields the product ClC=1C=C(CNCCC=2C=CC=3C4C(C(NC3C2)=O)CCC4)C=CC1 (7-(3-Chlorobenzylamino)ethyl-1,2,3,3a,5,9b-hexahydrocyclopenta[c]quinolin-4-one). Isolated yield 23.7%. RXN SMILES: O[CH2:2][CH2:3][C:4]1[CH:5]=[CH:6][C:7]2[CH:8]3[CH2:17][CH2:16][CH2:15][CH:9]3[C:10](=[O:14])[NH:11][C:12]=2[CH:13]=1.CC(OI1(OC(C)=O)(OC(C)=O)OC(=O)C2C1=CC=CC=2)=O.[Cl:40][C:41]1[CH:42]=[C:43]([CH:46]=[CH:47][CH:48]=1)[CH2:44][NH2:45].C(O[BH-](OC(=O)C)OC(=O)C)(=O)C.[Na+].C(O)(=O)C>ClCCl.C(OCC)(=O)C>[Cl:40][C:41]1[CH:42]=[C:43]([CH:46]=[CH:47][CH:48]=1)[CH2:44][NH:45][CH2:2][CH2:3][C:4]1[CH:5]=[CH:6][C:7]2[CH:8]3[CH2:17][CH2:16][CH2:15][CH:9]3[C:10](=[O:14])[NH:11][C:12]=2[CH:13]=1 |f:3.4|. Procedure details: A solution of 0.19 g (0.82 mmol) of 7-hydroxyethyl-1,2,3,3a,5,9b-hexahydro-cyclopenta[c]quinolin-4-one in 20 ml of dichloromethane is mixed at 0° C. with 0.38 g (0.90 mmol) of 1,1,1-triacetoxy-1,1-dihydro-1,2-benziodoxol-3(1H)-one (D. B. Dess, J. C. Martin, J. Am. Chem. Soc. 1991, 113, 7277). The batch is stirred for 10 minutes at 0° C. and for 40 minutes at room temperature, diluted with dichloromethane (100 ml), washed with saturated NaHCO3 (30 ml), dried (Na2SO4) and concentrated by evaporati... The reactants are C1=CC(=CC=C1C(=O)O)N (PABA), P(O)(O)(O)=O (phosphoric acid). Run in Cl (HCl), [F-] (fluoride), [F-] (fluoride), [F-] (fluoride), Cl (HCl), [F-] (fluoride). Yields the product P(=O)([O-])([O-])[O-] (phosphate), C1=CC(=CC=C1C(=O)O)N (PABA). RXN SMILES: [CH:1]1[C:6]([C:7]([OH:9])=[O:8])=[CH:5][CH:4]=[C:3]([NH2:10])[CH:2]=1.[P:11](=[O:15])([OH:14])([OH:13])[OH:12]>[F-].Cl>[P:11]([O-:15])([O-:14])([O-:13])=[O:12].[CH:1]1[C:6]([C:7]([OH:9])=[O:8])=[CH:5][CH:4]=[C:3]([NH2:10])[CH:2]=1. Procedure: FIG. 2 presents the TEM image of a PABA dispersion prepared in 0.1 M phosphoric acid and fluoride. The PABA dispersion was purified and re-dispersed in the 0.1 M phosphoric acid without fluoride. The morphology of PABA prepared in 0.1 M phosphoric acid and fluoride is somewhat similar to that obtained in 0.1 M HCl and fluoride. In 0.1 M HCl solution and fluoride, spherical nanoparticles with diameter in the range of 2-15 nm are obtained.28 However, phosphate doped and complexed PABA produces irr... Starting materials: CO (methanol), COC1=C(C=C(C=C1)CC(C(=O)OC)S(=O)(=O)C)C(NCC1=CC=C(C=C1)C(F)(F)F)=O (methyl 3-[4-methoxy-3-[N-(4-trifluoromethylbenzyl)]carbamoylphenyl]-2-(methylsulfonyl)propionate), aqueous solution, [OH-].[Na+] (sodium hydroxide). The solvent is O (water). Reaction conditions: temperature 50 celsius, time 1 hour. Product: COC1=C(C=C(C=C1)CC(C(=O)O)S(=O)(=O)C)C(NCC1=CC=C(C=C1)C(F)(F)F)=O (3-[4-Methoxy-3-[N-(4-trifluoromethylbenzyl)]carbamoylphenyl]-2-(methylsulfonyl)propionic acid). Isolated yield 74.9%. Reaction SMILES: CO.[CH3:3][O:4][C:5]1[CH:10]=[CH:9][C:8]([CH2:11][CH:12]([S:17]([CH3:20])(=[O:19])=[O:18])[C:13]([O:15]C)=[O:14])=[CH:7][C:6]=1[C:21](=[O:34])[NH:22][CH2:23][C:24]1[CH:29]=[CH:28][C:27]([C:30]([F:33])([F:32])[F:31])=[CH:26][CH:25]=1.[OH-].[Na+]>O>[CH3:3][O:4][C:5]1[CH:10]=[CH:9][C:8]([CH2:11][CH:12]([S:17]([CH3:20])(=[O:18])=[O:19])[C:13]([OH:15])=[O:14])=[CH:7][C:6]=1[C:21](=[O:34])[NH:22][CH2:23][C:24]1[CH:25]=[CH:26][C:27]([C:30]([F:31])([F:33])[F:32])=[CH:28][CH:29]=1 |f:2.3|. Procedure details: Into 6 ml of methanol were dissolved 300 mg of methyl 3-[4-methoxy-3-[N-(4-trifluoromethylbenzyl)]carbamoylphenyl]-2-(methylsulfonyl)propionate, 0.7 ml of 1 mol/l aqueous solution of sodium hydroxide were added, and the mixture was stirred for 1 hour at 50° C. The reaction mixture was poured into water and washed with diethyl ether. The aqueous layer was adjusted to pH value of 1 to 2 with 2 mol/l aqueous solution of hydrochloric acid, which was extracted with methylene chloride. The organic lay... The reactants are C1COCCO1, CS(=O)(=O)O, CO, Nc1cccc(Cl)c1, O=C(NCC1CCOCC1)c1cnc(Cl)c2[nH]ccc12. Product: O=C(NCC1CCOCC1)c1cnc(Nc2cccc(Cl)c2)c2[nH]ccc12. Reaction SMILES: [CH2:34]1[O:35][CH2:36][CH2:37][O:38][CH2:39]1.[CH3:29][S:30](=[O:31])(=[O:32])[OH:33].[CH3:40][OH:41].[Cl:21][c:22]1[cH:23][c:24]([NH2:25])[cH:26][cH:27][cH:28]1.[O:1]1[CH2:2][CH2:3][CH:4]([CH2:7][NH:8][C:9](=[O:10])[c:11]2[c:12]3[c:13]([c:14]([Cl:17])[n:15][cH:16]2)[nH:18][cH:19][cH:20]3)[CH2:5][CH2:6]1>>[O:1]1[CH2:2][CH2:3][CH:4]([CH2:7][NH:8][C:9](=[O:10])[c:11]2[c:12]3[c:13]([c:14]([NH:25][c:24]4[cH:23][c:22]([Cl:21])[cH:28][cH:27][cH:26]4)[n:15][cH:16]2)[nH:18][cH:19][cH:20]3)[CH2:5][CH2:6]1. The reactants are C1(=CC=CC=C1)C(=O)CC1=CC=CC=C1 (desoxybenzoin), C(C)OC(CBr)OCC (bromacetaldehyde diethyl acetal). The reagents and catalysts are CC[N+](CC)(CC)CC1=CC=CC=C1.[Cl-] (TEBAC), CCCC[N+](CCCC)(CCCC)CCCC.[OH-] (TBAH). Yields the product C(C)OC(CC(C(=O)C1=CC=CC=C1)C1=CC=CC=C1)OCC (4,4-diethoxy-1,2-diphenylbutan-1-one). Reaction SMILES: [C:1]1([C:7]([CH2:9][C:10]2[CH:15]=[CH:14][CH:13]=[CH:12][CH:11]=2)=[O:8])[CH:6]=[CH:5][CH:4]=[CH:3][CH:2]=1.[CH2:16]([O:18][CH:19]([O:22][CH2:23][CH3:24])[CH2:20]Br)[CH3:17]>CCCC[N+](CCCC)(CCCC)CCCC.[OH-].CC[N+](CC1C=CC=CC=1)(CC)CC.[Cl-]>[CH2:16]([O:18][CH:19]([O:22][CH2:23][CH3:24])[CH2:20][CH:9]([C:10]1[CH:11]=[CH:12][CH:13]=[CH:14][CH:15]=1)[C:7]([C:1]1[CH:2]=[CH:3][CH:4]=[CH:5][CH:6]=1)=[O:8])[CH3:17] |f:2.3,4.5|. Procedure: The compound is prepared from 19.6 g of desoxybenzoin and 19.7 g of bromacetaldehyde diethyl acetal according to the procedure in Example 1(a). The reaction is performed however at 90° C. and using TBAH as catalyst instead of TEBAC.